From a dataset of the Open Reaction Database (ORD), a public repository of structured organic reaction records. describe an organic reaction: reactants, conditions, products, and yield Starting materials: CI, CN(C)C=O, Cc1c[nH]c2c1C(=O)CC(c1ccccc1)C2, [H-], [Na+]. Yields the product Cc1cn(C)c2c1C(=O)CC(c1ccccc1)C2. As a reaction SMILES: [CH3:20][I:21].[CH3:22][N:23]([CH3:24])[CH:25]=[O:26].[CH3:3][c:4]1[cH:5][nH:6][c:7]2[c:12]1[C:11](=[O:13])[CH2:10][CH:9]([c:14]1[cH:15][cH:16][cH:17][cH:18][cH:19]1)[CH2:8]2.[H-:1].[Na+:2]>>[CH3:3][c:4]1[cH:5][n:6]([CH3:20])[c:7]2[c:12]1[C:11](=[O:13])[CH2:10][CH:9]([c:14]1[cH:15][cH:16][cH:17][cH:18][cH:19]1)[CH2:8]2.